From a dataset of the Open Reaction Database (ORD), a public repository of structured organic reaction records. describe an organic reaction: reactants, conditions, products, and yield The reactants are C(C1=CC=CC=C1)OC(=O)N1CC(C1)C(=O)O (1-(benzyloxycarbonyl)azetidine-3-carboxylic acid), C(C(=O)Cl)(=O)Cl (oxalyl chloride). The reagents and catalysts are CN(C=O)C (N,N-dimethylformamide). The solvent is ClCCl (dichloromethane). Reaction conditions: time 2 hour. The product is ClC(=O)C1CN(C1)C(=O)OCC1=CC=CC=C1 (benzyl 3-(chlorocarbonyl)azetidine-1-carboxylate). Isolated yield 102.6%. As a reaction SMILES: [CH2:1]([O:8][C:9]([N:11]1[CH2:14][CH:13]([C:15]([OH:17])=O)[CH2:12]1)=[O:10])[C:2]1[CH:7]=[CH:6][CH:5]=[CH:4][CH:3]=1.C(Cl)(=O)C([Cl:21])=O>ClCCl.CN(C)C=O>[Cl:21][C:15]([CH:13]1[CH2:14][N:11]([C:9]([O:8][CH2:1][C:2]2[CH:7]=[CH:6][CH:5]=[CH:4][CH:3]=2)=[O:10])[CH2:12]1)=[O:17]. Procedure: To a solution of 1-(benzyloxycarbonyl)azetidine-3-carboxylic acid (21.25 mmol, 5 g) in dichloromethane (60 ml) under a nitrogen atmosphere were added N,N-dimethylformamide (1.063 mmol, 0.083 ml) and oxalyl chloride (2M solution in dichloromethane, 25.00 mmol, 12.5 ml). After stirring at room temperature for two hours the reaction mixture was concentrated in vacuo to give 5.53 gram of crude benzyl 3-(chlorocarbonyl)azetidine-1-carboxylate. Starting materials: CN1CCCC1=O, CCN(C(C)C)C(C)C, COC(=O)c1sc(Cl)nc1-c1nccc(N2CCCCC2)n1, COC1CNCCC1NC(=O)c1[nH]c(C)c(Cl)c1Cl, O. The product is COC(=O)c1sc(N2CCC(NC(=O)c3[nH]c(C)c(Cl)c3Cl)C(OC)C2)nc1-c1nccc(N2CCCCC2)n1. Reaction SMILES: [CH3:51][N:52]1[CH2:53][CH2:54][CH2:55][C:56]1=[O:57].[CH:23]([N:24]([CH2:25][CH3:26])[CH:27]([CH3:28])[CH3:29])([CH3:30])[CH3:31].[Cl:1][c:2]1[s:3][c:4]([C:19](=[O:20])[O:21][CH3:22])[c:5](-[c:7]2[n:8][cH:9][cH:10][c:11]([N:13]3[CH2:14][CH2:15][CH2:16][CH2:17][CH2:18]3)[n:12]2)[n:6]1.[Cl:32][c:33]1[c:34]([C:40](=[O:41])[NH:42][CH:43]2[CH:44]([O:49][CH3:50])[CH2:45][NH:46][CH2:47][CH2:48]2)[nH:35][c:36]([CH3:39])[c:37]1[Cl:38].[OH2:58]>>[c:2]1([N:46]2[CH2:45][CH:44]([O:49][CH3:50])[CH:43]([NH:42][C:40]([c:34]3[c:33]([Cl:32])[c:37]([Cl:38])[c:36]([CH3:39])[nH:35]3)=[O:41])[CH2:48][CH2:47]2)[s:3][c:4]([C:19](=[O:20])[O:21][CH3:22])[c:5](-[c:7]2[n:8][cH:9][cH:10][c:11]([N:13]3[CH2:14][CH2:15][CH2:16][CH2:17][CH2:18]3)[n:12]2)[n:6]1. Reactants: [BH4-], CC(C)O, CO, CN(C)CCC(=O)c1ccccc1, [Na+], O. The product is CN(C)CCC(O)c1ccccc1. RXN SMILES: [BH4-:1].[CH3:17][CH:18]([OH:19])[CH3:20].[CH3:21][OH:22].[CH3:3][N:4]([CH2:5][CH2:6][C:7](=[O:8])[c:9]1[cH:10][cH:11][cH:12][cH:13][cH:14]1)[CH3:15].[Na+:2].[OH2:16]>>[CH3:3][N:4]([CH2:5][CH2:6][CH:7]([OH:8])[c:9]1[cH:10][cH:11][cH:12][cH:13][cH:14]1)[CH3:15]. Starting materials: CCOC(=O)c1cn(C2CC2)c2c(CO)c(N3CCOCC3)c(F)cc2c1=O, O=S(Cl)Cl. Yields the product CCOC(=O)c1cn(C2CC2)c2c(CCl)c(N3CCOCC3)c(F)cc2c1=O. RXN SMILES: [CH:1]1([n:4]2[cH:5][c:6]([C:24](=[O:25])[O:26][CH2:27][CH3:28])[c:7](=[O:23])[c:8]3[cH:9][c:10]([F:22])[c:11]([N:16]4[CH2:17][CH2:18][O:19][CH2:20][CH2:21]4)[c:12]([CH2:14][OH:15])[c:13]23)[CH2:2][CH2:3]1.[S:29]([Cl:30])([Cl:31])=[O:32]>>[CH:1]1([n:4]2[cH:5][c:6]([C:24](=[O:25])[O:26][CH2:27][CH3:28])[c:7](=[O:23])[c:8]3[cH:9][c:10]([F:22])[c:11]([N:16]4[CH2:17][CH2:18][O:19][CH2:20][CH2:21]4)[c:12]([CH2:14][Cl:31])[c:13]23)[CH2:2][CH2:3]1. The reactants are C(C1=CC=CC=C1)OC(=O)N[C@@H](CCC(N)=O)C(=O)O (N-benzyloxycarbonyl-L-glutamine), C1(=CC=CC=C1)P(C1=CC=CC=C1)C1=CC=CC=C1 (triphenyl phosphine), ClC1=C(C(=C(C(=C1O)Cl)Cl)Cl)Cl (pentachlorophenol), C1=CC=NC(=C1)SSC2=CC=CC=N2 (2,2'-dipyridyl disulfide). The solvent is CC(=O)C (acetone), CC(=O)C (acetone). The product is ClC1=C(C(=C(C(=C1OC([C@@H](NC(=O)OCC1=CC=CC=C1)CCC(N)=O)=O)Cl)Cl)Cl)Cl (N-Benzyloxycarbonyl-L-glutamine pentachlorophenyl ester). As a reaction SMILES: [CH2:1]([O:8][C:9]([NH:11][C@H:12]([C:18]([OH:20])=[O:19])[CH2:13][CH2:14][C:15](=[O:17])[NH2:16])=[O:10])[C:2]1[CH:7]=[CH:6][CH:5]=[CH:4][CH:3]=1.[Cl:21][C:22]1[C:27](O)=[C:26]([Cl:29])[C:25]([Cl:30])=[C:24]([Cl:31])[C:23]=1[Cl:32].C1C=C(SSC2N=CC=CC=2)N=CC=1.C1(P(C2C=CC=CC=2)C2C=CC=CC=2)C=CC=CC=1>CC(C)=O>[Cl:21][C:22]1[C:27]([O:19][C:18](=[O:20])[C@H:12]([CH2:13][CH2:14][C:15](=[O:17])[NH2:16])[NH:11][C:9]([O:8][CH2:1][C:2]2[CH:3]=[CH:4][CH:5]=[CH:6][CH:7]=2)=[O:10])=[C:26]([Cl:29])[C:25]([Cl:30])=[C:24]([Cl:31])[C:23]=1[Cl:32]. Procedure details: To a solution of 0.700 g. of N-benzyloxycarbonyl-L-glutamine, 0.665 g. of pentachlorophenol and 0.55 g. of 2,2'-dipyridyl disulfide in 20 ml. of dry acetone is added an acetone solution of 0.655 g. of triphenyl phosphine with stirring at 0°C. The produced precipitates are recovered by filtration and washed successively with a 3 % sodium bicarbonate solution, water and ether and recrystallized from a mixture of dimethylformamide and methanol to give 0.952 g. of the desired product.